This data is from the Open Reaction Database (ORD), a public repository of structured organic reaction records. The task is: describe an organic reaction: reactants, conditions, products, and yield The reactants are ClC1=C(C=CC(=C1)Cl)C1N=C(NC(=C1C(=O)OCC)C)C=1SC=NN1 (Ethyl 4-(2,4-dichlorophenyl)-6-methyl-2-(1,3,4-thiadiazol-2-yl)-1,4-dihydropyrimidine-5-carboxylate), C1CC(=O)N(C1=O)Br (NBS). Yields the product BrCC1=C(C(N=C(N1)C=1SC=NN1)C1=C(C=C(C=C1)Cl)Cl)C(=O)OCC (Ethyl 6-(bromomethyl)-4-(2,4-dichlorophenyl)-2-(1,3,4-thiadiazol-2-yl)-1,4-dihydropyrimidine-5-carboxylate). Isolated yield 59.6%. Reaction SMILES: [Cl:1][C:2]1[CH:7]=[C:6]([Cl:8])[CH:5]=[CH:4][C:3]=1[CH:9]1[C:14]([C:15]([O:17][CH2:18][CH3:19])=[O:16])=[C:13]([CH3:20])[NH:12][C:11]([C:21]2[S:22][CH:23]=[N:24][N:25]=2)=[N:10]1.C1C(=O)N([Br:33])C(=O)C1>>[Br:33][CH2:20][C:13]1[NH:12][C:11]([C:21]2[S:22][CH:23]=[N:24][N:25]=2)=[N:10][CH:9]([C:3]2[CH:4]=[CH:5][C:6]([Cl:8])=[CH:7][C:2]=2[Cl:1])[C:14]=1[C:15]([O:17][CH2:18][CH3:19])=[O:16]. Procedure details: Ethyl 4-(2,4-dichlorophenyl)-6-methyl-2-(1,3,4-thiadiazol-2-yl)-1,4-dihydropyrimidine-5-carboxylate (1 g, 2.5 mmol) was reacted with NBS (0.5 g, 2.8 mmol) according to the procedure as described in Example 1, Step B to give the title compound as a yellow solid (0.71 g, 60%). The compound was characterized by the following spectroscopic data: The reactants are solution, B (borane), C1(CC1)N=C1CCC2=C1N(C=1C=CC(=CC21)O)C (3-Cyclopropylimino-4-methyl-1,2,3,4-tetrahydrocyclopent-[b]indol-7-ol), FC(C(=O)O)(F)F (trifluoroacetic acid). The solvent is C1CCOC1 (THF). Run at temperature 0 celsius, time 1 hour. Product: C1(CC1)NC1CCC2C1N(C=1C=CC(=CC21)O)C (3-(N-cyclopropyl)amino-1,2,3,3a,4,8b-hexahydro-4-methylcyclopent[b]indol-7-ol). Yield: 99.5%. As a reaction SMILES: [CH:1]1([N:4]=[C:5]2[C:9]3[N:10]([CH3:18])[C:11]4[CH:12]=[CH:13][C:14]([OH:17])=[CH:15][C:16]=4[C:8]=3[CH2:7][CH2:6]2)[CH2:3][CH2:2]1.B.FC(F)(F)C(O)=O>C1COCC1>[CH:1]1([NH:4][CH:5]2[CH:9]3[N:10]([CH3:18])[C:11]4[CH:12]=[CH:13][C:14]([OH:17])=[CH:15][C:16]=4[CH:8]3[CH2:7][CH2:6]2)[CH2:2][CH2:3]1. Reported procedure: 3-Cyclopropylimino-4-methyl-1,2,3,4-tetrahydrocyclopent-[b]indol-7-ol (8.7 g) was placed in a 3-neck flask and cooled to 0° C. in an ice-water bath. A 1M solution of borane in THF (540 ml) was added in a dropwise manner. The mixture was stirred for 1 hour while it was slowly warmed to room temperature. The mixture was cooled back down to 0° C. and trifluoroacetic acid (119 ml) was added in a dropwise manner. The solution was stirred for 15 minutes and THF was removed in vacuo. The mixture was ne...